This data is from the Open Reaction Database (ORD), a public repository of structured organic reaction records. The task is: describe an organic reaction: reactants, conditions, products, and yield The reactants are [BH4-].[Na+] (Sodium borohydride), [N+](=O)([O-])C=1C(=CC=C2C=CC=NC12)C=O (8-nitro-quinoline-7-carbaldehyde), [N+](=O)([O-])C=1C(=CC=C2C=CC=NC12)C=O (8-nitro-quinoline-7-carbaldehyde), NC1=CC=CC=C1 (aniline). Run in CO (MeOH). Run at time 1 hour. Product: [N+](=O)([O-])C=1C(=CC=C2C=CC=NC12)CNC1=CC=CC=C1 ((8-Nitro-quinolin-7-ylmethyl)-phenyl-amine). Yield: 71.6%. RXN SMILES: [N+:1]([C:4]1[C:5]([CH:14]=O)=[CH:6][CH:7]=[C:8]2[C:13]=1[N:12]=[CH:11][CH:10]=[CH:9]2)([O-:3])=[O:2].[NH2:16][C:17]1[CH:22]=[CH:21][CH:20]=[CH:19][CH:18]=1.[BH4-].[Na+]>CO>[N+:1]([C:4]1[C:5]([CH2:14][NH:16][C:17]2[CH:22]=[CH:21][CH:20]=[CH:19][CH:18]=2)=[CH:6][CH:7]=[C:8]2[C:13]=1[N:12]=[CH:11][CH:10]=[CH:9]2)([O-:3])=[O:2] |f:2.3|. Reported procedure: A solution of 8-nitro-quinoline-7-carbaldehyde (Intermediate 204) (500 mg, 2.4 mmol) and aniline (270 μl, 2.9 mmol) in MeOH (20 ml) under a nitrogen atmosphere was stirred at room temperature for 16 hours. Sodium borohydride (269 mg, 7.1 mmol) was added and stirring continued at room temperature for 1 h. The reaction mixture was concentrated in vacuo and residue was diluted with sat. NaHCO3 solution (30 ml) and was extracted with DCM. The organic phases were dried (MgSO4) and concentrated in vac... Starting materials: NC(=O)c1cc(Br)cc2c(C3CCCS(=O)(=O)C3)c[nH]c12, O=C([O-])[O-], [K+], [K+], C1COCCO1, OB(O)c1ccsc1. The product is NC(=O)c1cc(-c2ccsc2)cc2c(C3CCCS(=O)(=O)C3)c[nH]c12. Reaction SMILES: [Br:1][c:2]1[cH:3][c:4]2[c:5]([CH:14]3[CH2:15][S:16](=[O:20])(=[O:21])[CH2:17][CH2:18][CH2:19]3)[cH:6][nH:7][c:8]2[c:9]([C:11](=[O:12])[NH2:13])[cH:10]1.[C:30](=[O:31])([O-:32])[O-:33].[K+:34].[K+:35].[O:36]1[CH2:37][CH2:38][O:39][CH2:40][CH2:41]1.[s:22]1[cH:23][c:24]([B:27]([OH:28])[OH:29])[cH:25][cH:26]1>>[c:2]1(-[c:24]2[cH:23][s:22][cH:26][cH:25]2)[cH:3][c:4]2[c:5]([CH:14]3[CH2:15][S:16](=[O:20])(=[O:21])[CH2:17][CH2:18][CH2:19]3)[cH:6][nH:7][c:8]2[c:9]([C:11](=[O:12])[NH2:13])[cH:10]1. Starting materials: ClC1=C(C(=C(C=C1OC)OC)Cl)C1=CC=C(C=2N=CC(=NC12)N(C)CCN(C)C)C(=O)O (8-(2,6-dichloro-3,5-dimethoxy-phenyl)-2-[(2-dimethylamino-ethyl)-methyl-amino]-quinoxaline-5-carboxylic acid), NC1=NC=CC=C1 (2-aminopyridine). The solvent is C(Cl)Cl.CO (DCM MeOH). Product: N1=C(C=CC=C1)NC(=O)C=1C=2N=CC(=NC2C(=CC1)C1=C(C(=CC(=C1Cl)OC)OC)Cl)N(C)CCN(C)C (8-(2,6-Dichloro-3,5-dimethoxy-phenyl)-2-[(2-dimethylamino-ethyl)-methylamino]-quinoxaline-5-carboxylic acid pyridin-2-ylamide). As a reaction SMILES: [Cl:1][C:2]1[C:7]([O:8][CH3:9])=[CH:6][C:5]([O:10][CH3:11])=[C:4]([Cl:12])[C:3]=1[C:13]1[C:22]2[N:21]=[C:20]([N:23]([CH2:25][CH2:26][N:27]([CH3:29])[CH3:28])[CH3:24])[CH:19]=[N:18][C:17]=2[C:16]([C:30](O)=[O:31])=[CH:15][CH:14]=1.[NH2:33][C:34]1[CH:39]=[CH:38][CH:37]=[CH:36][N:35]=1>C(Cl)Cl.CO>[N:35]1[CH:36]=[CH:37][CH:38]=[CH:39][C:34]=1[NH:33][C:30]([C:16]1[C:17]2[N:18]=[CH:19][C:20]([N:23]([CH2:25][CH2:26][N:27]([CH3:28])[CH3:29])[CH3:24])=[N:21][C:22]=2[C:13]([C:3]2[C:2]([Cl:1])=[C:7]([O:8][CH3:9])[CH:6]=[C:5]([O:10][CH3:11])[C:4]=2[Cl:12])=[CH:14][CH:15]=1)=[O:31] |f:2.3|. Procedure details: The title compound was prepared in analogy to the procedure described in Step 14.1 but using 8-(2,6-dichloro-3,5-dimethoxy-phenyl)-2-[(2-dimethylamino-ethyl)-methyl-amino]-quinoxaline-5-carboxylic acid (Step 85.1) and 2-aminopyridine. Title compound: ESI-MS: 555.0/557.2 [M+H]+; tR=3.61 min (System 1); TLC: Rf=0.42 (DCM/MeOH/NH3aq, 94:5:1).